From a dataset of the Open Reaction Database (ORD), a public repository of structured organic reaction records. describe an organic reaction: reactants, conditions, products, and yield The reactants are C(C=1C(N)=CC=CC1)(=O)OC (methyl anthranilate), C(C)(=O)O (acetic acid), [N+](=O)(O)[O-] (nitric acid). Run in C(C)(=O)OC(C)=O (acetic anhydride), C(C)(=O)OC(C)=O (acetic anhydride). Reaction conditions: temperature 12.5 celsius, time 2.5 hour. The product is C(C)(=O)NC1=C(C(=O)OC)C=CC=C1[N+](=O)[O-] (methyl 2-(acetylamino)-3-nitrobenzoate). Yield: 52.0%. Reaction SMILES: [C:1]([O:10][CH3:11])(=[O:9])[C:2]1[C:3](=[CH:5][CH:6]=[CH:7][CH:8]=1)[NH2:4].[C:12]([OH:15])(=O)[CH3:13].[N+:16]([O-])([OH:18])=[O:17]>C(OC(=O)C)(=O)C>[C:12]([NH:4][C:3]1[C:5]([N+:16]([O-:18])=[O:17])=[CH:6][CH:7]=[CH:8][C:2]=1[C:1]([O:10][CH3:11])=[O:9])(=[O:15])[CH3:13]. Procedure: A solution of methyl anthranilate (21.0 mL, 162 mmol) in acetic anhydride (170 mL) was stirred at room temperature for 1 hr. To the reaction mixture was added dropwise a mixture of acetic anhydride (35 mL), acetic acid (30 mL) and 60% nitric acid (50 ml, 162 mmol) at 10-15° C. over 2 hr. The reaction mixture was stirred at 10-15° C. for 2.5 hr, and poured into ice-cold water. The resulting solid was collected by filtration, washed with water, and after recrystallization (chloroform/methanol), th... Procedure details: In analogy to example 2, (S)-2-benzenesulfonylamino-3-hydroxy-propionic acid was coupled with 1-(2,5-dimethylphenyl)-piperazine to give N-{(S)-2-[4-(2,5-dimethyl-phenyl)-piperazin-1-yl]-1-hydroxymethyl-2-oxo-ethyl}-benzenesulfonamide. The reactants are C1(=CC=CC=C1)S(=O)(=O)N[C@H](C(=O)O)CO ((S)-2-benzenesulfonylamino-3-hydroxy-propionic acid), CC1=C(C=C(C=C1)C)N1CCNCC1 (1-(2,5-dimethylphenyl)-piperazine). Reaction SMILES: [C:1]1([S:7]([NH:10][C@@H:11]([CH2:15][OH:16])[C:12]([OH:14])=O)(=[O:9])=[O:8])[CH:6]=[CH:5][CH:4]=[CH:3][CH:2]=1.[CH3:17][C:18]1[CH:23]=[CH:22][C:21]([CH3:24])=[CH:20][C:19]=1[N:25]1[CH2:30][CH2:29][NH:28][CH2:27][CH2:26]1>>[CH3:17][C:18]1[CH:23]=[CH:22][C:21]([CH3:24])=[CH:20][C:19]=1[N:25]1[CH2:26][CH2:27][N:28]([C:12](=[O:14])[C@@H:11]([NH:10][S:7]([C:1]2[CH:2]=[CH:3][CH:4]=[CH:5][CH:6]=2)(=[O:8])=[O:9])[CH2:15][OH:16])[CH2:29][CH2:30]1. Product: CC1=C(C=C(C=C1)C)N1CCN(CC1)C([C@H](CO)NS(=O)(=O)C1=CC=CC=C1)=O (N-{(S)-2-[4-(2,5-dimethyl-phenyl)-piperazin-1-yl]-1-hydroxymethyl-2-oxo-ethyl}-benzenesulfonamide). Starting materials: C(C)(C)(C)OC(=O)N([C@H](C)C1=CC=CC2=CC=CC=C12)CC1C(CN(CC1)C1=NC2=C(N1)C=C(C=C2)C(=O)O)C2=CC(=CC=C2)F (2-[4-({(tert-butoxycarbonyl)[(1R)-1-(1-naphthyl)ethyl]amino}methyl)-3-(3-fluorophenyl)piperidin-1-yl]-1H-benzimidazole-6-carboxylic acid), Cl.O1CCOCC1 (hydrogen chloride 1,4-dioxane), C(C)(C)OC(C)C (Diisopropyl ether). Yields the product Cl.Cl.FC=1C=C(C=CC1)C1CN(CCC1CN[C@H](C)C1=CC=CC2=CC=CC=C12)C1=NC2=C(N1)C=C(C=C2)C(=O)O (2-[3-(3-fluorophenyl)-4-({[(1R)-1-(1-naphthyl)ethyl]amino}methyl)piperidin-1-yl]-1H-benzimidazole-6-carboxylic acid dihydrochloride). Reaction SMILES: C(OC([N:8]([CH2:21][CH:22]1[CH2:27][CH2:26][N:25]([C:28]2[NH:32][C:31]3[CH:33]=[C:34]([C:37]([OH:39])=[O:38])[CH:35]=[CH:36][C:30]=3[N:29]=2)[CH2:24][CH:23]1[C:40]1[CH:45]=[CH:44][CH:43]=[C:42]([F:46])[CH:41]=1)[C@@H:9]([C:11]1[C:20]2[C:15](=[CH:16][CH:17]=[CH:18][CH:19]=2)[CH:14]=[CH:13][CH:12]=1)[CH3:10])=O)(C)(C)C.C(OC(C)C)(C)C.[ClH:54].O1CCOCC1>>[ClH:54].[ClH:54].[F:46][C:42]1[CH:41]=[C:40]([CH:23]2[CH:22]([CH2:21][NH:8][C@@H:9]([C:11]3[C:20]4[C:15](=[CH:16][CH:17]=[CH:18][CH:19]=4)[CH:14]=[CH:13][CH:12]=3)[CH3:10])[CH2:27][CH2:26][N:25]([C:28]3[NH:32][C:31]4[CH:33]=[C:34]([C:37]([OH:39])=[O:38])[CH:35]=[CH:36][C:30]=4[N:29]=3)[CH2:24]2)[CH:45]=[CH:44][CH:43]=1 |f:2.3,4.5.6|. Procedure details: A solution of 19 mg of 2-[4-({(tert-butoxycarbonyl)[(1R)-1-(1-naphthyl)ethyl]amino}methyl)-3-(3-fluorophenyl)piperidin-1-yl]-1H-benzimidazole-6-carboxylic acid in 1.00 mL of 4 M hydrogen chloride/1,4-dioxane solution was stirred at room temperature for 2 hours. Diisopropyl ether was added thereto, and the resulting precipitate was collected by filtration, and dried under reduced pressure to obtain 15 mg of 2-[3-(3-fluorophenyl)-4-({[(1R)-1-(1-naphthyl)ethyl]amino}methyl)piperidin-1-yl]-1H-benzim... The product is CCOC(=O)C(C)=NNc1ccc(OCCOC)cc1[N+](=O)[O-]. RXN SMILES: [CH3:1][O:2][CH2:3][CH2:4][O:5][c:6]1[cH:7][c:8]([N+:13](=[O:14])[O-:15])[c:9]([NH2:10])[cH:11][cH:12]1.[CH3:21][CH:22]([C:23](=[O:24])[O:25][CH2:26][CH3:27])[C:28]([CH3:29])=[O:30].[CH3:34][CH2:35][OH:36].[CH3:37][C:38]#[N:39].[ClH:16].[K+:32].[N:17]([O-:18])=[O:19].[Na+:20].[OH-:31].[OH2:33]>>[CH3:1][O:2][CH2:3][CH2:4][O:5][c:6]1[cH:7][c:8]([N+:13](=[O:14])[O-:15])[c:9]([NH:10][N:17]=[C:22]([CH3:21])[C:23](=[O:24])[O:25][CH2:26][CH3:27])[cH:11][cH:12]1. The reactants are COCCOc1ccc(N)c([N+](=O)[O-])c1, CCOC(=O)C(C)C(C)=O, CCO, CC#N, Cl, [K+], O=N[O-], [Na+], [OH-], O. Reactants: O (water), C(C=C)N1C[C@H](N(C[C@@H]1C)[C@@H](C1=CC(=CC=C1)O)C1=CC=C(C(=O)N(CC)CC)C=C1)C ((±)-4-((αR*)-α-((2R*,5S*)-4-Allyl-2,5-dimethyl-1-piperazinyl)-3-hydroxybenzyl) -N,N-diethylbenzamide), FC(C(=O)O)(F)F (Trifluoroacetic acid). Reagents/catalysts: [Pd] (palladium on carbon). The solvent is CO (methanol). Yields the product C(C)N(C(C1=CC=CC=C1)=O)CC (N,N diethylbenzamide). RXN SMILES: C(N1[C@@H](C)CN([C@H]([C:19]2[CH:31]=[CH:30][C:22]([C:23]([N:25]([CH2:28][CH3:29])[CH2:26][CH3:27])=[O:24])=[CH:21][CH:20]=2)C2C=CC=C(O)C=2)[C@H](C)C1)C=C.O.FC(F)(F)C(O)=O>CO.[Pd]>[CH2:28]([N:25]([CH2:26][CH3:27])[C:23](=[O:24])[C:22]1[CH:30]=[CH:31][CH:19]=[CH:20][CH:21]=1)[CH3:29]. Reported procedure: (±)-4-((αR*)-α-((2R*,5S*)-4-Allyl-2,5-dimethyl-1-piperazinyl)-3-hydroxybenzyl) -N-N-diethylbenzamide (Example 14) (21.75 g, 0.0499 mol) was dissolved in 330 mL methanol:90 mL water. Trifluoroacetic acid (3.9 mL, 0.0499 mol) was added, followed by 14.5 g of 5% palladium on carbon. The solution was heated at reflux for three days and filtered through Celite. The solvent was removed, and the residue was purified by chromatography on silica gel with ethanol (0-20%) in dichloromethane containing 1% t...